From a dataset of the Open Reaction Database (ORD), a public repository of structured organic reaction records. describe an organic reaction: reactants, conditions, products, and yield Starting materials: C(C)(=O)OCC (ethyl acetate), FC(C=1C=C(CNCC2=C(C=CC(=C2)C(F)(F)F)N(CCOC)CC)C=C(C1)C(F)(F)F)(F)F ({2-[(3,5-Bis-trifluoromethyl-benzylamino)-methyl]-4-trifluoromethyl-phenyl}-ethyl-(2-methoxy-ethyl)-amine), BrC=1C=NC(=NC1)Cl (5-bromo-2-chloropyrimidine), C(C)N(C(C)C)C(C)C (N-ethyldiisopropylamine). Reaction SMILES: [F:1][C:2]([F:34])([F:33])[C:3]1[CH:4]=[C:5]([CH:26]=[C:27]([C:29]([F:32])([F:31])[F:30])[CH:28]=1)[CH2:6][NH:7][CH2:8][C:9]1[CH:14]=[C:13]([C:15]([F:18])([F:17])[F:16])[CH:12]=[CH:11][C:10]=1[N:19]([CH2:24][CH3:25])[CH2:20][CH2:21][O:22][CH3:23].[Br:35][C:36]1[CH:37]=[N:38][C:39](Cl)=[N:40][CH:41]=1.C(N(C(C)C)C(C)C)C.C(OCC)(=O)C>C1(C)C=CC=CC=1.O>[F:1][C:2]([F:33])([F:34])[C:3]1[CH:4]=[C:5]([CH:26]=[C:27]([C:29]([F:32])([F:30])[F:31])[CH:28]=1)[CH2:6][N:7]([C:39]1[N:40]=[CH:41][C:36]([Br:35])=[CH:37][N:38]=1)[CH2:8][C:9]1[CH:14]=[C:13]([C:15]([F:18])([F:16])[F:17])[CH:12]=[CH:11][C:10]=1[N:19]([CH2:24][CH3:25])[CH2:20][CH2:21][O:22][CH3:23]. The solvent is O (water), C1(=CC=CC=C1)C (toluene). The product is FC(C=1C=C(CN(CC2=C(C=CC(=C2)C(F)(F)F)N(CCOC)CC)C2=NC=C(C=N2)Br)C=C(C1)C(F)(F)F)(F)F ((3,5-bis-trifluoromethyl-benzyl)-(5-bromopyrimidin-2-yl)-{2-[ethyl-(2-methoxy-ethyl)-amino]-5-trifluoromethyl-benzyl}-amine). Run at temperature 120 celsius, time 8 hour. Yield: 91.8%. Procedure details: {2-[(3,5-Bis-trifluoromethyl-benzylamino)-methyl]-4-trifluoromethyl-phenyl}-ethyl-(2-methoxy-ethyl)-amine (3.37 g), 5-bromo-2-chloropyrimidine (2.6 g) and N-ethyldiisopropylamine (3.51 ml) are dissolved in toluene (50 ml) and the mixture is stirred at 120° C. overnight. The reaction solution is cooled to room temperature, and thereto are added ethyl acetate and water and the mixture is separated, and the organic layer is washed with a saturated brine, and the mixture is dried over magnesium sulf... The yield is 15.0%. As a reaction SMILES: [C:1]([C:3]1[CH:4]=[C:5]2[C:9](=[CH:10][CH:11]=1)[N:8]([CH2:12][CH2:13][CH3:14])[CH:7]=[C:6]2[CH:15]1[CH2:20][CH2:19][C:18](=O)[CH2:17][CH2:16]1)#[N:2].[NH:22]1[C:30]2[C:25](=[C:26]([N:31]3[CH2:36][CH2:35][NH:34][CH2:33][CH2:32]3)[CH:27]=[CH:28][CH:29]=2)[CH:24]=[CH:23]1.C(O[BH-](OC(=O)C)OC(=O)C)(=O)C.[Na+].C(O)(=O)C>ClCCCl>[CH3:14][CH2:13][CH2:12][N:8]1[C:9]2[CH:10]=[CH:11][C:3]([C:1]#[N:2])=[CH:4][C:5]=2[C:6]([CH:15]2[CH2:20][CH2:19][CH:18]([N:34]3[CH2:35][CH2:36][N:31]([C:26]4[C:25]5[CH:24]=[CH:23][NH:22][C:30]=5[CH:29]=[CH:28][CH:27]=4)[CH2:32][CH2:33]3)[CH2:17][CH2:16]2)=[CH:7]1 |f:2.3|. Product: CCCN1C=C(C2=C1C=CC(=C2)C#N)C3CCC(CC3)N4CCN(CC4)C5=CC=CC6=C5C=CN6 (3-{(1,4-cis)-4-[4-(1H-indol-4-yl)-piperazin-1-yl]-cyclohexyl}-1-propyl-1H-indole-5-carbonitrile). Procedure: A solution of 4-(5-cyano-1-n-propyl-indol-3-yl)-cyclohexanone (1.68 g, 6 mmol), 1-(indol-4-yl)piperazine (1.27 g, 6.3 mmol), sodium triacetoxyborohydride (1.84 g, 8.9 mmol) and acetic acid (0.94 ml, 16 mmol) in 1,2-dichloroethane (80 ml) was allowed to stir at room temperature overnight. The reaction was quenched with 1N sodium hydroxide (20 ml), extracted with methylene chloride (3×100 ml) and washed with brine (3×100 ml). The organic layer was dried over anhydrous sodium sulfate and filtered. ... Solvent: ClCCCl (1,2-dichloroethane). Conditions: time 8 hour. Starting materials: C(#N)C=1C=C2C(=CN(C2=CC1)CCC)C1CCC(CC1)=O (4-(5-cyano-1-n-propyl-indol-3-yl)-cyclohexanone), C(C)(=O)O (acetic acid), N1C=CC2=C(C=CC=C12)N1CCNCC1 (1-(indol-4-yl)piperazine), C(C)(=O)O[BH-](OC(C)=O)OC(C)=O.[Na+] (sodium triacetoxyborohydride). The reactants are CC1=CN=C(C(=C1OC)C)CSC2=NC3=C(N2)C=C(C=C3)OC (pyrmetazole), C([O-])(O)=O.[K+] (potassium bicarbonate), [OH-].[Na+] (sodium hydroxide), C1=CC=C(C(=C1)C(=O)[O-])C(=O)O[O-].[Mg+2] (MMPP), C1=CC=C(C(=C1)C(=O)[O-])C(=O)O[O-].[Mg+2] (MMPP), S(=O)([O-])[O-].[Na+].[Na+] (sodium sulfite). The solvent is O (water), O (water), CO (methanol), O (water), O (water), C(C)O (ethanol), C1(=CC=CC=C1)C (toluene). Conditions: temperature 0 celsius, time 1 hour. Product: CC=1C=NC(=C(C1OC)C)C[S+](C=2NC=3C=CC(=CC3N2)OC)[O-] (omeprazole). The yield is 80.9%. Reaction SMILES: [CH3:1][C:2]1[C:7]([O:8][CH3:9])=[C:6]([CH3:10])[C:5]([CH2:11][S:12][C:13]2[NH:17][C:16]3[CH:18]=[C:19]([O:22][CH3:23])[CH:20]=[CH:21][C:15]=3[N:14]=2)=[N:4][CH:3]=1.C(=O)(O)[O-:25].[K+].C1C=C(C([O-])=O)C(C(O[O-])=O)=CC=1.[Mg+2].S([O-])([O-])=O.[Na+].[Na+].[OH-].[Na+]>O.CO.C(O)C.C1(C)C=CC=CC=1>[CH3:1][C:2]1[CH:3]=[N:4][C:5]([CH2:11][S+:12]([O-:25])[C:13]2[NH:14][C:15]3[CH:21]=[CH:20][C:19]([O:22][CH3:23])=[CH:18][C:16]=3[N:17]=2)=[C:6]([CH3:10])[C:7]=1[O:8][CH3:9] |f:1.2,3.4,5.6.7,8.9|. Reported procedure: A mixture of pyrmetazole (0.112 mole) and potassium bicarbonate (0.145 mole) in 100 mL of water and approximately 250 mL of a 4:1; toluene: ethanol mixture was cooled to -5° to -9° C. with stirring. A solution of MMPP (0.67 mol) in 170 mL of water was added dropwise over a 2 hour period. After the MMPP solution was completely added a solution of sodium sulfite (2.2g) in 10 mL of water was added and the mixture was stirred for 15 minutes. The reaction mixture temperature was allowed to warm to 0°... The product is COC1=C(C(=O)OC)C=CC(=C1)C#CC(C1=CC=2C(CCC(C2C=C1)(C)C)(C)C)O (methyl 2-methoxy-4-[3-hydroxy-3-(5,6,7,8-tetrahydro-5,5,8,8-tetramethyl-2-naphthyl)-1-propynyl]benzoate). Starting materials: C(#C)C(O)C1=CC=2C(CCC(C2C=C1)(C)C)(C)C (α-ethynyl-5,6,7,8-tetrahydro-5,5,8,8-tetramethyl-2-naphthalenemethanol), IC1=CC(=C(C(=O)OC)C=C1)OC (methyl 4-iodo-2-methoxybenzoate). The yield is 76.0%. Reaction SMILES: [C:1]([CH:3]([C:5]1[CH:14]=[CH:13][C:12]2[C:11]([CH3:16])([CH3:15])[CH2:10][CH2:9][C:8]([CH3:18])([CH3:17])[C:7]=2[CH:6]=1)[OH:4])#[CH:2].I[C:20]1[CH:29]=[CH:28][C:23]([C:24]([O:26][CH3:27])=[O:25])=[C:22]([O:30][CH3:31])[CH:21]=1>>[CH3:31][O:30][C:22]1[CH:21]=[C:20]([C:2]#[C:1][CH:3]([OH:4])[C:5]2[CH:14]=[CH:13][C:12]3[C:11]([CH3:16])([CH3:15])[CH2:10][CH2:9][C:8]([CH3:18])([CH3:17])[C:7]=3[CH:6]=2)[CH:29]=[CH:28][C:23]=1[C:24]([O:26][CH3:27])=[O:25]. Procedure: Following the basic procedure of Example 11(d), by reacting 1.66 g (6.8 mmol) of α-ethynyl-5,6,7,8-tetrahydro-5,5,8,8-tetramethyl-2-naphthalenemethanol with 2 g (6.9 mmol) of methyl 4-iodo-2-methoxybenzoate, 2.1 g (75%) of the expected ester were obtained, after chromatography on a silica column eluted with dichloromethane, in the form of a yellow oil. Starting materials: C(C)(C)(C)C1=CC=C(C=C1)C#C (4-tert-butylphenyl ethyne), C[Si](C)(C)C#CC1=CC=C(C=C1)CCCC(C)C (trimethylsilyl [4-(4-methylpentyl)]phenylethyne), C[Si](C)(C)C#CC1=CC=C(C=C1)CCCC(C)C (trimethylsilyl [4-(4-methylpentyl)]phenylethyne). Product: CC(CCCC1=CC=C(C=C1)C#C)C ([4-(4-methylpentyl)]phenylethyne). As a reaction SMILES: C(C1C=CC(C#C)=CC=1)(C)(C)C.C[Si]([C:17]#[C:18][C:19]1[CH:24]=[CH:23][C:22]([CH2:25][CH2:26][CH2:27][CH:28]([CH3:30])[CH3:29])=[CH:21][CH:20]=1)(C)C>>[CH3:29][CH:28]([CH3:30])[CH2:27][CH2:26][CH2:25][C:22]1[CH:21]=[CH:20][C:19]([C:18]#[CH:17])=[CH:24][CH:23]=1. Procedure details: Using the same general procedure as described for Compound 19 ), but using instead trimethylsilyl [4-(4-methylpentyl)]phenylethyne (Compound 31), the title compound was synthesized as a colorless oil. PMR (CDCl3): & 0.94 (6H, d, J~6.6 Hz), 1.20-1.32 (2H, m), 1.56-1.62 (3H, m), 2.64 (2H, t, J~7.8 Hz), 3.08 (1H, s), 7.18 (2H, d, J~8.1 Hz), 7.47 (2H, d, J~8.1 Hz). Reactants: ClC=1N=NC=C2C1N(C(=C2C)C)CC=C (7-chloro-1-(2-propenyl)-2,3-dimethylpyrrolo[2,3-d]pyridazine), CC(C)([O-])C.[K+] (potassium tert-butoxide), FC1=CC=C(CO)C=C1 (4-fluorobenzyl alcohol), C1COCCOCCOCCOCCOCCO1 (18-crown-6), ice water. Run in O1CCCC1 (tetrahydrofuran), O1CCCC1 (tetrahydrofuran). Reaction conditions: time 25 minute. Product: FC1=CC=C(COC=2N=NC=C3C2N(C(=C3C)C)C=CC)C=C1 (7-(4-fluorobenzyloxy)-2,3-dimethyl-1-(1-propenyl)pyrrolo[2,3-d]pyridazine). The yield is 39.3%. As a reaction SMILES: CC(C)([O-])C.[K+].[F:7][C:8]1[CH:15]=[CH:14][C:11]([CH2:12][OH:13])=[CH:10][CH:9]=1.C1OCCOCCOCCOCCOCCOC1.Cl[C:35]1[N:36]=[N:37][CH:38]=[C:39]2[C:43]([CH3:44])=[C:42]([CH3:45])[N:41]([CH2:46][CH:47]=[CH2:48])[C:40]=12>O1CCCC1>[F:7][C:8]1[CH:15]=[CH:14][C:11]([CH2:12][O:13][C:35]2[N:36]=[N:37][CH:38]=[C:39]3[C:43]([CH3:44])=[C:42]([CH3:45])[N:41]([CH:46]=[CH:47][CH3:48])[C:40]=23)=[CH:10][CH:9]=1 |f:0.1|. Reported procedure: 1.62 g (0.014 mole) of potassium tert-butoxide was added to a solution of 1.02 g (0.0081 mole) of 4-fluorobenzyl alcohol and 0.12 g (0.00045 mole) of 18-crown-6 in 10 ml of tetrahydrofuran and the resulting mixture was stirred at room temperature for 25 minutes. A solution of 0.60 g (0.0027 mole) of 7-chloro-1-(2-propenyl)-2,3-dimethylpyrrolo[2,3-d]pyridazine in 5 ml of tetrahydrofuran was added dropwise to the mixture and stirred at room temperature for 10 hours. After completion of the reactio... Starting materials: NC=1C(=CC=CC1)C (o-toluidine), BrC1=C(C=CC=C1)C (1-bromo-2-methylbenzene), CC(C)([O-])C.[Na+] (sodium tert-butoxide). The reagents and catalysts are C1=CC=C(C=C1)P([C-]2C=CC=C2)C3=CC=CC=C3.C1=CC=C(C=C1)P([C-]2C=CC=C2)C3=CC=CC=C3.Cl[Pd]Cl.[Fe+2] (Pd(dppf)Cl2). The solvent is C1(=CC=CC=C1)C (toluene). Run at temperature 100 celsius. The product is C1(=C(C=CC=C1)NC1=C(C=CC=C1)C)C (di-o-tolylamine). The yield is 89.7%. As a reaction SMILES: [NH2:1][C:2]1[C:3]([CH3:8])=[CH:4][CH:5]=[CH:6][CH:7]=1.Br[C:10]1[CH:15]=[CH:14][CH:13]=[CH:12][C:11]=1[CH3:16].CC(C)([O-])C.[Na+]>C1(C)C=CC=CC=1.C1C=CC(P(C2C=CC=CC=2)[C-]2C=CC=C2)=CC=1.C1C=CC(P(C2C=CC=CC=2)[C-]2C=CC=C2)=CC=1.Cl[Pd]Cl.[Fe+2]>[C:3]1([CH3:8])[CH:4]=[CH:5][CH:6]=[CH:7][C:2]=1[NH:1][C:10]1[CH:15]=[CH:14][CH:13]=[CH:12][C:11]=1[CH3:16] |f:2.3,5.6.7.8|. Reported procedure: A mixture of o-toluidine (6.05 g, 56.5 mmol), 1-bromo-2-methylbenzene (8.5 g, 50 mmol), Pd(dppf)Cl2 and sodium tert-butoxide (9.6 g, 0.1 mmol) in toluene (120 mL) was degassed and heated at about 100° C. overnight. The mixture was purified by flash column using eluents of hexanes/dichloromethane 2:1 to give a white solid (Compound 9) (8.84 g, in 89.7% yield). Starting materials: solution, C(CCC)[Li] (n-butyllithium), COC(CBr)OC (bromoacetaldehyde dimethyl acetal), CN(N=C1CCCC2=C(C=CC=C12)OC)C (5-methoxy-1-tetralone N,N-dimethylhydrazone), CN1CCCN(C1=O)C (DMPU). Solvent: CCCCCC (hexane), O (water), C1CCOC1 (THF). Conditions: time 1 hour. The product is CN(N=C1C(CCC2=C(C=CC=C12)OC)CC(OC)OC)C (2-(2,2-dimethoxy-1-ethyl)-5-methoxy-1-tetralone N,N-dimethylhydrazone). The yield is 37.0%. As a reaction SMILES: [CH3:1][N:2]([CH3:16])[N:3]=[C:4]1[C:13]2[C:8](=[C:9]([O:14][CH3:15])[CH:10]=[CH:11][CH:12]=2)[CH2:7][CH2:6][CH2:5]1.CN1C(=O)N(C)CCC1.C([Li])CCC.[CH3:31][O:32][CH:33]([O:36][CH3:37])[CH2:34]Br>C1COCC1.CCCCCC.O>[CH3:1][N:2]([CH3:16])[N:3]=[C:4]1[C:13]2[C:8](=[C:9]([O:14][CH3:15])[CH:10]=[CH:11][CH:12]=2)[CH2:7][CH2:6][CH:5]1[CH2:34][CH:33]([O:36][CH3:37])[O:32][CH3:31]. Reported procedure: 3.12 g of 5-methoxy-1-tetralone N,N-dimethylhydrazone and 4.15 ml of DMPU were dissolved in 70 ml of absolute THF under argon and cooled to -75°. 10.7 ml of a 1.6M solution of n-butyllithium in hexane were added dropwise. The mixture was stirred at -75° for 1 hour and thereupon treated slowly with 2.0 ml of bromoacetaldehyde dimethyl acetal. The mixture was left to warm to room temperature and stirred for 26 hours. 20 ml of water were added at about 0° and the mixture was extracted three times w...